This data is from the Open Reaction Database (ORD), a public repository of structured organic reaction records. The task is: describe an organic reaction: reactants, conditions, products, and yield The reactants are solution, [Li]CCCC (n-BuLi), CCCCCC (hexane), CN(C)C=O (DMF), BrC1=CC(=C(C=C1)OC)CC (4-bromo-2-ethyl-1-methoxybenzene), ice. Solvent: C1CCOC1 (THF). Conditions: temperature -78 celsius, time 1.5 hour. Product: C(C)C=1C=C(C=O)C=CC1OC (3-ethyl-4-methoxy-benzaldehyde). Yield: 42.4%. RXN SMILES: Br[C:2]1[CH:7]=[CH:6][C:5]([O:8][CH3:9])=[C:4]([CH2:10][CH3:11])[CH:3]=1.[Li]CCCC.CCCCCC.CN([CH:26]=[O:27])C>C1COCC1>[CH2:10]([C:4]1[CH:3]=[C:2]([CH:7]=[CH:6][C:5]=1[O:8][CH3:9])[CH:26]=[O:27])[CH3:11]. Reported procedure: A solution of 4-bromo-2-ethyl-1-methoxybenzene (J. Chem. Soc., Perkin Trans. 1, 1987, 1423; 2.13 g, 9.9 mmol) in THF (30 ml) was cooled to −78° C. A 1.6M solution of n-BuLi in hexane (7.42 ml, 11.9 mmol) was added slowly and the mixture was stirred for 1.5 h. at −78° C. The mixture was warmed slowly to −10° C. and subsequently again cooled to −78° C. DMF (2.29 ml, 29.7 mmol) was added slowly and the mixture was stirred for 1 h. at −78° C. and for 1 h. at 0° C. The reaction mixture was poured int... Reactants: FC1=C(OC=2C(OC(C2C2=CC=C(C=C2)S(=O)(=O)C)(C)C)=O)C=CC(=C1)F (3-(2,4-Difluorophenoxy)-5,5-dimethyl-4-(4-(methylsulfonyl)phenyl)-5H-furan-2-one), ClC=1C=CC(=NC1)O (5-chloro-2-pyridinol), 2-chloroacetic acid 2-methyl-1-(4-(methylsulfonyl)phenyl)propan-1-one ester, C1CCC2=NCCCN2CC1 (DBU). Solvent: CC#N (CH3CN), CCOCC (Et2O). Run at temperature 67.5 celsius, time 1 hour. The product is ClC=1C=CC(=NC1)OC=1C(OC(C1C1=CC=C(C=C1)S(=O)(=O)C)(C)C)=O (3-(5-Chloro-2-pyridyloxy)-5,5-dimethyl-4-(4(methylsulfonyl)phenyl)-5H-furan-2-one). RXN SMILES: FC1C=C(F)C=CC=1O[C:5]1[C:6](=[O:22])[O:7][C:8]([CH3:21])([CH3:20])[C:9]=1[C:10]1[CH:15]=[CH:14][C:13]([S:16]([CH3:19])(=[O:18])=[O:17])=[CH:12][CH:11]=1.[Cl:28][C:29]1[CH:30]=[CH:31][C:32]([OH:35])=[N:33][CH:34]=1.C1CCN2C(=NCCC2)CC1>CC#N.CCOCC>[Cl:28][C:29]1[CH:30]=[CH:31][C:32]([O:35][C:5]2[C:6](=[O:22])[O:7][C:8]([CH3:20])([CH3:21])[C:9]=2[C:10]2[CH:11]=[CH:12][C:13]([S:16]([CH3:19])(=[O:18])=[O:17])=[CH:14][CH:15]=2)=[N:33][CH:34]=1. Reported procedure: To a mixture of 2-chloroacetic acid 2-methyl-1-(4-(methylsulfonyl)phenyl)propan-1-one ester (1.0 g, 3.13 mmol, prepared similarly to the compound of example 5, Step 1) and 5-chloro-2-pyridinol (0.41 g, 3.16 mmol) in CH3CN (20 mL) was added DBU (1.5 mL, 10.0 mmol) at r.t.. The mixture was stirred for 1 h, then heated at 65-70° C. for 3 h. The volatile solvents were removed in vacuo. The residue was chromatographed over silica gel and eluted with hexane:EtOAc (1:1) to yield a colorless oily residu... Reactants: N#Cc1cc(Br)ccc1F, O=C([O-])[O-], Cc1c[nH]cn1, CS(C)=O, [K+], [K+], O. Yields the product Cc1cn(-c2ccc(Br)cc2C#N)cn1. Reaction SMILES: [Br:1][c:2]1[cH:3][cH:4][c:5]([F:10])[c:6]([C:7]#[N:8])[cH:9]1.[C:17](=[O:18])([O-:19])[O-:20].[CH3:11][c:12]1[n:13][cH:14][nH:15][cH:16]1.[CH3:24][S:25]([CH3:26])=[O:27].[K+:21].[K+:22].[OH2:23]>>[Br:1][c:2]1[cH:3][cH:4][c:5](-[n:15]2[cH:14][n:13][c:12]([CH3:11])[cH:16]2)[c:6]([C:7]#[N:8])[cH:9]1. Reactants: S(=O)(Cl)Cl (thionyl chloride), ClC1=C(C(=O)OC)C=CC(=C1C(=O)O)Cl (methyl 2,4-dichloro-3-hydroxycarbonylbenzoate). The reagents and catalysts are CN(C=O)C (dimethylformamide). Run in C1(=CC=CC=C1)C (toluene). The product is ClC(=O)C=1C(=C(C(=O)OC)C=CC1Cl)Cl (methyl 3-chlorocarbonyl-2,4-dichlorobenzoate). The yield is 100.0%. RXN SMILES: S(Cl)([Cl:3])=O.[Cl:5][C:6]1[C:15]([C:16](O)=[O:17])=[C:14]([Cl:19])[CH:13]=[CH:12][C:7]=1[C:8]([O:10][CH3:11])=[O:9]>CN(C)C=O.C1(C)C=CC=CC=1>[Cl:3][C:16]([C:15]1[C:6]([Cl:5])=[C:7]([CH:12]=[CH:13][C:14]=1[Cl:19])[C:8]([O:10][CH3:11])=[O:9])=[O:17]. Procedure: Two drops of dimethylformamide and 11.90 g (0.1 mol) of thionyl chloride were added to a solution of 5.00 g (0.02 mol) of methyl 2,4-dichloro-3-hydroxycarbonylbenzoate and 50 ml of dry toluene. The solution was refluxed for 4 hours. After the solvent had been distilled off, 5.35 g of methyl 3-chlorocarbonyl-2,4-dichlorobenzoate were obtained. The solvent is C1(=CC=CC=C1)C (toluene). Reactants: O (water), C1CCC2=NCCCN2CC1 (DBU), C1(=CC=CC=C1)P(=O)(C1=CC=CC=C1)N=[N+]=[N-] (diphenyl phosphoryl azide), C(C1=CC=CC=C1)OC1=C(CO)C=C(C=C1)C(F)(F)F (2-benzyloxy-5-trifluoromethyl-benzyl alcohol). RXN SMILES: C1CCN2C(=NCCC2)CC1.C1(P([N:26]=[N+:27]=[N-:28])(C2C=CC=CC=2)=O)C=CC=CC=1.[CH2:29]([O:36][C:37]1[CH:44]=[CH:43][C:42]([C:45]([F:48])([F:47])[F:46])=[CH:41][C:38]=1[CH2:39]O)[C:30]1[CH:35]=[CH:34][CH:33]=[CH:32][CH:31]=1.O>C1(C)C=CC=CC=1>[CH2:29]([O:36][C:37]1[CH:44]=[CH:43][C:42]([C:45]([F:48])([F:47])[F:46])=[CH:41][C:38]=1[CH2:39][N:26]=[N+:27]=[N-:28])[C:30]1[CH:35]=[CH:34][CH:33]=[CH:32][CH:31]=1. The product is C(C1=CC=CC=C1)OC1=C(CN=[N+]=[N-])C=C(C=C1)C(F)(F)F (2-Benzyloxy-5-trifluoromethyl-benzylazide). Isolated yield 84.1%. Reported procedure: DBU (1 mL, 6.62 mmol) and diphenyl phosphoryl azide (1.6 mL, 7.5 mmol) were added to a solution of 2-benzyloxy-5-trifluoromethyl-benzyl alcohol (1.24 g, 4.41 mmol) in anhydrous toluene (10 mL) at room temperature. After 3 hours, water was added and the mixture extracted with ethyl acetate (3×). The combined organic layers were washed with 1N HCl (1×), brine (1×), dried (Na2SO4), filtered and concentrated in vacuo. The residue was purified by flash chromatography (3% ethyl acetate/hexanes) to aff... Conditions: time 3 hour. Reactants: C1CNCCN1, CO, Cl, Nc1nc(Cl)c2c(n1)CCCS2, c1ccccc1. Product: Nc1nc2c(c(N3CCNCC3)n1)SCCC2. As a reaction SMILES: [CH2:13]1[CH2:14][NH:15][CH2:16][CH2:17][NH:18]1.[CH3:26][OH:27].[ClH:19].[NH2:1][c:2]1[n:3][c:4]([Cl:12])[c:5]2[c:6]([n:7]1)[CH2:8][CH2:9][CH2:10][S:11]2.[cH:20]1[cH:21][cH:22][cH:23][cH:24][cH:25]1>>[NH2:1][c:2]1[n:3][c:4]([N:15]2[CH2:14][CH2:13][NH:18][CH2:17][CH2:16]2)[c:5]2[c:6]([n:7]1)[CH2:8][CH2:9][CH2:10][S:11]2. Reactants: C(C)(=O)C=1C(OC2=CC(=CC=C2C1C1=CC=C(C=C1)F)NC(OC(C)(C)C)=O)(C)C (tert-butyl [3-acetyl-4-(4-fluorophenyl)-2,2-dimethyl-2H-chromen-7-yl]carbamate), Cl.O1CCOCC1 (hydrochloric acid dioxane). The product is NC1=CC=C2C(=C(C(OC2=C1)(C)C)C(C)=O)C1=CC=C(C=C1)F (1-[7-amino-4-(4-fluorophenyl)-2,2-dimethyl-2H-chromen-3-yl]ethanone), crude product. As a reaction SMILES: [C:1]([C:4]1[C:5]([CH3:30])([CH3:29])[O:6][C:7]2[C:12]([C:13]=1[C:14]1[CH:19]=[CH:18][C:17]([F:20])=[CH:16][CH:15]=1)=[CH:11][CH:10]=[C:9]([NH:21]C(=O)OC(C)(C)C)[CH:8]=2)(=[O:3])[CH3:2].Cl.O1CCOCC1>>[NH2:21][C:9]1[CH:8]=[C:7]2[C:12]([C:13]([C:14]3[CH:15]=[CH:16][C:17]([F:20])=[CH:18][CH:19]=3)=[C:4]([C:1](=[O:3])[CH3:2])[C:5]([CH3:30])([CH3:29])[O:6]2)=[CH:11][CH:10]=1 |f:1.2|. Procedure details: The compound obtained in (3) described above (147 mg) and 4N hydrochloric acid-dioxane solution (4 mL) were treated in the same manner as Reference Example 5(5) to give the titled compound as a crude product. The reactants are C1(CC1)COC1=C2C(=CNC2=CC=C1)C=1CCN(CC1)C (4-cyclopropylmethoxy-3-(1-methyl-1,2,3,6-tetrahydropyridin-4-yl)-1H-indole), C[Si](C)(C)I (trimethylsilyl iodide). Yields the product OC1=C2C(=CNC2=CC=C1)C=1CCN(CC1)C (4-hydroxy-3-(1-methyl-1,2,3,6-tetrahydropyridin-4-yl)-1H-indole). Isolated yield 43.8%. As a reaction SMILES: C1(C[O:5][C:6]2[CH:14]=[CH:13][CH:12]=[C:11]3[C:7]=2[C:8]([C:15]2[CH2:16][CH2:17][N:18]([CH3:21])[CH2:19][CH:20]=2)=[CH:9][NH:10]3)CC1.C[Si](I)(C)C>>[OH:5][C:6]1[CH:14]=[CH:13][CH:12]=[C:11]2[C:7]=1[C:8]([C:15]1[CH2:16][CH2:17][N:18]([CH3:21])[CH2:19][CH:20]=1)=[CH:9][NH:10]2. Reported procedure: Following the procedure described in detail in Example 58, 0.300 gm (1.1 mMol) 4-cyclopropylmethoxy-3-(1-methyl-1,2,3,6-tetrahydropyridin-4-yl)-1H-indole were reacted with trimethylsilyl iodide to provide 0.11 gm (44%) of the title compound as a tan solid. Reactants: COC(COC)=O (methoxy-acetic acid methyl ester), C(=O)(O)[O-].[Na+] (NaHCO3), BrC=1C=NC=C(C1COC1OCCCC1)Cl (3-Bromo-5-chloro-4-(tetrahydro-pyran-2-yloxymethyl)-pyridine), [Li]CCCC (n-BuLi). The solvent is C1CCOC1 (THF), C1CCOC1 (THF). Reaction conditions: temperature -78 celsius, time 0.5 hour. Yields the product ClC=1C(=C(C=NC1)C(COC)=O)COC1OCCCC1 (1-[5-Chloro-4-(tetrahydro-pyran-2-yloxymethyl)-pyridin-3-yl]-2-methoxy-ethanone). As a reaction SMILES: Br[C:2]1[CH:3]=[N:4][CH:5]=[C:6]([Cl:16])[C:7]=1[CH2:8][O:9][CH:10]1[CH2:15][CH2:14][CH2:13][CH2:12][O:11]1.[Li]CCCC.[CH3:22][O:23][C:24](=O)[CH2:25][O:26]C.C([O-])(O)=O.[Na+]>C1COCC1>[Cl:16][C:6]1[C:7]([CH2:8][O:9][CH:10]2[CH2:15][CH2:14][CH2:13][CH2:12][O:11]2)=[C:2]([C:25](=[O:26])[CH2:24][O:23][CH3:22])[CH:3]=[N:4][CH:5]=1 |f:3.4|. Procedure details: 3-Bromo-5-chloro-4-(tetrahydro-pyran-2-yloxymethyl)-pyridine (0.30 g, 0.98 mmol) was dissolved in anhydrous THF (15 mL) under Ar and the solution was cooled to −78° C. n-BuLi (0.62 mL, 1.6 M in hexanes, 0.98 mmol) was added dropwise and the reaction mixture was stirred at −78° C. for 0.5 h. Then methoxy-acetic acid methyl ester (0.97 mL, 9.8 mmol) dissolved in anhydrous THF (10 mL) was added dropwise and stirring was continued at −78° C. for 2 h. At completion of the reaction, monitored by TLC, ...